This data is from the Open Reaction Database (ORD), a public repository of structured organic reaction records. The task is: describe an organic reaction: reactants, conditions, products, and yield The reactants are ClC1=NC=NC2=CC=CC=C12 (4-chloroquinazoline), C(C)(C)O (isopropanol), [H-].[Na+] (sodium hydride), CC1(CC1)[C@H]1CC[C@H](CC1)O (cis-4-(1-methylcyclopropyl)cyclohexanol). Solvent: O1CCCC1 (tetrahydrofuran), O (water), O1CCCC1 (tetrahydrofuran). Conditions: time 15 minute. Product: CC1(CC1)[C@H]1CC[C@H](CC1)OC1=NC=NC2=CC=CC=C12 (4-[cis-4-(1-Methylcyclopropyl)cyclohexyloxy]quinazoline). As a reaction SMILES: [H-].[Na+].[CH3:3][C:4]1([C@@H:7]2[CH2:12][CH2:11][C@H:10]([OH:13])[CH2:9][CH2:8]2)[CH2:6][CH2:5]1.Cl[C:15]1[C:24]2[C:19](=[CH:20][CH:21]=[CH:22][CH:23]=2)[N:18]=[CH:17][N:16]=1.C(O)(C)C>O1CCCC1.O>[CH3:3][C:4]1([C@@H:7]2[CH2:12][CH2:11][C@H:10]([O:13][C:15]3[C:24]4[C:19](=[CH:20][CH:21]=[CH:22][CH:23]=4)[N:18]=[CH:17][N:16]=3)[CH2:9][CH2:8]2)[CH2:5][CH2:6]1 |f:0.1|. Procedure details: 0.32 g (10.8 mmol) of sodium hydride (80% dispersion in mineral oil) was added to a solution of 1.7 g (7.9 mmol) of cis-4-(1-methylcyclopropyl)cyclohexanol in 20 ml of tetrahydrofuran, and the mixture was heated under reflux for 3 hours. It was then cooled to room temperature, 1.2 g (7.2 mmol) of 4-chloroquinazoline dissolved in 5 ml of tetrahydrofuran were added, and the mixture was heated under reflux for 2 hours. After cooling to room temperature, isopropanol was added to the reaction solutio...